Dataset: the Open Reaction Database (ORD), a public repository of structured organic reaction records. Task: describe an organic reaction: reactants, conditions, products, and yield Starting materials: C(C)C=1C=C(C=CC1CC(=O)OC)C1=CC=C(C=C1)O (methyl (3-ethyl-4′-hydroxy-1,1′-biphenyl-4-yl)acetate), BrCC1=CC=C(C(=C1C(=O)OC(C)(C)C)OC(=O)OC(C)(C)C)C(F)(F)F (tert-butyl 6-(bromomethyl)-2-[(tert-butoxycarbonyl)oxy]-3-(trifluoromethyl)benzoate). The product is C(C)(C)(C)OC(=O)C1=C(COC2=CC=C(C=C2)C2=CC(=C(C=C2)CC(=O)O)CC)C=CC(=C1O)C(F)(F)F ((4′-{[2-(tert-Butoxycarbonyl)-3-hydroxy-4-(trifluoromethyl)benzyl]oxy}-3-ethyl-1,1′-biphenyl-4-yl)acetic acid). Yield: 46.0%. As a reaction SMILES: [CH2:1]([C:3]1[CH:4]=[C:5]([C:14]2[CH:19]=[CH:18][C:17]([OH:20])=[CH:16][CH:15]=2)[CH:6]=[CH:7][C:8]=1[CH2:9][C:10]([O:12]C)=[O:11])[CH3:2].Br[CH2:22][C:23]1[C:28]([C:29]([O:31][C:32]([CH3:35])([CH3:34])[CH3:33])=[O:30])=[C:27]([O:36]C(OC(C)(C)C)=O)[C:26]([C:44]([F:47])([F:46])[F:45])=[CH:25][CH:24]=1>>[C:32]([O:31][C:29]([C:28]1[C:27]([OH:36])=[C:26]([C:44]([F:46])([F:47])[F:45])[CH:25]=[CH:24][C:23]=1[CH2:22][O:20][C:17]1[CH:16]=[CH:15][C:14]([C:5]2[CH:6]=[CH:7][C:8]([CH2:9][C:10]([OH:12])=[O:11])=[C:3]([CH2:1][CH3:2])[CH:4]=2)=[CH:19][CH:18]=1)=[O:30])([CH3:33])([CH3:35])[CH3:34]. Reported procedure: According to a method similar to Example (40-2), Example (33-5) and Example (17-4), from methyl (3-ethyl-4′-hydroxy-1,1′-biphenyl-4-yl)acetate (122 mg, 0.45 mmol) synthesized in Example (85-4) and tert-butyl 6-(bromomethyl)-2-[(tert-butoxycarbonyl)oxy]-3-(trifluoromethyl)benzoate (226 mg, 0.50 mmol) obtained in Example (28-5), the title compound was obtained (107 mg, three-step total yield: 46%). Reactants: COc1nc(OC)c(C(C)C)c(C(=O)c2cc(C)cc(Br)c2)n1, CC(=O)[O-], CC(=O)[O-], C=CC#N, CC(=O)[O-], [Na+], CN(C)C=O, [Pd+2], c1ccc(P(c2ccccc2)(c2ccccc2)[Pd](P(c2ccccc2)(c2ccccc2)c2ccccc2)(P(c2ccccc2)(c2ccccc2)c2ccccc2)P(c2ccccc2)(c2ccccc2)c2ccccc2)cc1. Yields the product COc1nc(OC)c(C(C)C)c(C(=O)c2cc(C)cc(C=CC#N)c2)n1. Reaction SMILES: [Br:1][c:2]1[cH:3][c:4]([C:9](=[O:10])[c:11]2[n:12][c:13]([O:22][CH3:23])[n:14][c:15]([O:20][CH3:21])[c:16]2[CH:17]([CH3:18])[CH3:19])[cH:5][c:6]([CH3:8])[cH:7]1.[C:38]([O-:39])(=[O:40])[CH3:41].[C:43]([O-:44])(=[O:45])[CH3:46].[CH2:29]=[CH:30][C:31]#[N:32].[CH3:25][C:26](=[O:27])[O-:28].[Na+:24].[O:33]=[CH:34][N:35]([CH3:36])[CH3:37].[Pd+2:42].[cH:47]1[cH:48][cH:49][c:50]([P:51]([Pd:52]([P:53]([c:54]2[cH:55][cH:56][cH:57][cH:58][cH:59]2)([c:60]2[cH:61][cH:62][cH:63][cH:64][cH:65]2)[c:66]2[cH:67][cH:68][cH:69][cH:70][cH:71]2)([P:72]([c:73]2[cH:74][cH:75][cH:76][cH:77][cH:78]2)([c:79]2[cH:80][cH:81][cH:82][cH:83][cH:84]2)[c:85]2[cH:86][cH:87][cH:88][cH:89][cH:90]2)[P:91]([c:92]2[cH:93][cH:94][cH:95][cH:96][cH:97]2)([c:98]2[cH:99][cH:100][cH:101][cH:102][cH:103]2)[c:104]2[cH:105][cH:106][cH:107][cH:108][cH:109]2)([c:110]2[cH:111][cH:112][cH:113][cH:114][cH:115]2)[c:116]2[cH:117][cH:118][cH:119][cH:120][cH:121]2)[cH:122][cH:123]1>>[c:2]1([CH:29]=[CH:30][C:31]#[N:32])[cH:3][c:4]([C:9](=[O:10])[c:11]2[n:12][c:13]([O:22][CH3:23])[n:14][c:15]([O:20][CH3:21])[c:16]2[CH:17]([CH3:18])[CH3:19])[cH:5][c:6]([CH3:8])[cH:7]1. Reactants: ClCCl, CC(C)(CO)C(c1ccccc1)c1ccc2c(cnn2-c2ccc(F)cc2)c1, [Na+], [OH-]. The product is CC(C)(C=O)C(c1ccccc1)c1ccc2c(cnn2-c2ccc(F)cc2)c1. RXN SMILES: [Cl:31][CH2:32][Cl:33].[F:1][c:2]1[cH:3][cH:4][c:5](-[n:8]2[n:9][cH:10][c:11]3[cH:12][c:13]([CH:17]([C:18]([CH2:19][OH:20])([CH3:21])[CH3:22])[c:23]4[cH:24][cH:25][cH:26][cH:27][cH:28]4)[cH:14][cH:15][c:16]23)[cH:6][cH:7]1.[Na+:30].[OH-:29]>>[F:1][c:2]1[cH:3][cH:4][c:5](-[n:8]2[n:9][cH:10][c:11]3[cH:12][c:13]([CH:17]([C:18]([CH:19]=[O:20])([CH3:21])[CH3:22])[c:23]4[cH:24][cH:25][cH:26][cH:27][cH:28]4)[cH:14][cH:15][c:16]23)[cH:6][cH:7]1. The reactants are CS(=O)(=O)[C@H]1[C@@H](C(N1)=O)NC(C1=CC=CC=C1)(C1=CC=CC=C1)C1=CC=CC=C1 ((3R, 4S)-4-methylsulfonyl-3-tritylamino-2-azetidinone), [C-]#N.[K+] (potassium cyanide), C(C)(=O)OCC (ethyl acetate), ice water, C(C)(=O)OCC (ethyl acetate). The solvent is CN(C)C=O (DMF), O (water). Conditions: temperature 25 celsius, time 30 minute. Yields the product C(#N)C1[C@@H](C(N1)=O)NC(C1=CC=CC=C1)(C1=CC=CC=C1)C1=CC=CC=C1 ((3S, 4RS)-4-cyano-3-tritylamino-2-azetidinone). Isolated yield 77.2%. RXN SMILES: CS([C@@H:5]1[NH:8][C:7](=[O:9])[C@H:6]1[NH:10][C:11]([C:24]1[CH:29]=[CH:28][CH:27]=[CH:26][CH:25]=1)([C:18]1[CH:23]=[CH:22][CH:21]=[CH:20][CH:19]=1)[C:12]1[CH:17]=[CH:16][CH:15]=[CH:14][CH:13]=1)(=O)=O.[C-:30]#[N:31].[K+].C(OCC)(=O)C>CN(C=O)C.O>[C:30]([CH:5]1[NH:8][C:7](=[O:9])[C@H:6]1[NH:10][C:11]([C:24]1[CH:29]=[CH:28][CH:27]=[CH:26][CH:25]=1)([C:18]1[CH:23]=[CH:22][CH:21]=[CH:20][CH:19]=1)[C:12]1[CH:17]=[CH:16][CH:15]=[CH:14][CH:13]=1)#[N:31] |f:1.2|. Procedure details: To a solution of 12.3 g of (3R, 4S)-4-methylsulfonyl-3-tritylamino-2-azetidinone in 150 ml of DMF is added a solution of 1.6 g of potassium cyanide in 24 ml of water under ice-cooling and the mixture is stirred at room temperature (approx. 25° C.) for 30 minutes. To the reaction mixture are added ice water and ethyl acetate, and the ethyl acetate layer is taken, washed with water and dried over anhydrous magnesium sulfate. The solvent is then distilled off under reduced pressure and the residue ... Procedure details: Reaction of a mixture of 4.5 g (0.0343 mol) of 2-(diethylaminoethyl)hydrazine, 7.5 g (0.0233 mol) of 1-chloro-2-methoxy-4-nitro-9H-thioxanthen-9-one in 200 ml of DMF as described in Example 53 gave 7.6 g of product. 1-Chloro-2-methoxy-4-nitro-9H-thioxanthen-9-one is prepared from 2-thiobenzoic acid and 2,4-dichloro-5-nitroanisole [C. Bloomfield, A. K. Manglik, R. B. Mootie, K. Schofield, and G. D. Tokin, J. Chem. Soc. Perkin Trans. II, 75 (1983)] in the manner of Example 58. RXN SMILES: [CH:1]1[CH:6]=[C:5]([C:7](O)=[O:8])[C:4]([SH:10])=[CH:3][CH:2]=1.[Cl:11][C:12]1[CH:17]=[C:16](Cl)[C:15]([N+:19]([O-:21])=[O:20])=[CH:14][C:13]=1[O:22][CH3:23]>>[Cl:11][C:12]1[C:17]2[C:7](=[O:8])[C:5]3[C:4](=[CH:3][CH:2]=[CH:1][CH:6]=3)[S:10][C:16]=2[C:15]([N+:19]([O-:21])=[O:20])=[CH:14][C:13]=1[O:22][CH3:23]. Product: ClC1=C(C=C(C=2SC3=CC=CC=C3C(C12)=O)[N+](=O)[O-])OC (1-Chloro-2-methoxy-4-nitro-9H-thioxanthen-9-one). Reactants: C1=CC=C(C(=C1)C(=O)O)S (2-thiobenzoic acid), ClC1=C(C=C(C(=C1)Cl)[N+](=O)[O-])OC (2,4-dichloro-5-nitroanisole), II. Starting materials: COC=1C=C(C2=CC=CC=C2C1)C(=O)OC (Methyl 3-methoxy-1-naphthalenecarboxylate), Cl.[NH+]1=CC=CC=C1 (pyridinium hydrochloride), Cl (HCl). Product: OC=1C=C(C2=CC=CC=C2C1)C(=O)O (3-Hydroxy-1-naphthalenecarboxylic acid). Isolated yield 94.3%. As a reaction SMILES: C[O:2][C:3]1[CH:4]=[C:5]([C:13]([O:15]C)=[O:14])[C:6]2[C:11]([CH:12]=1)=[CH:10][CH:9]=[CH:8][CH:7]=2.Cl.[NH+]1C=CC=CC=1.Cl>>[OH:2][C:3]1[CH:4]=[C:5]([C:13]([OH:15])=[O:14])[C:6]2[C:11]([CH:12]=1)=[CH:10][CH:9]=[CH:8][CH:7]=2 |f:1.2|. Procedure: Methyl 3-methoxy-1-naphthalenecarboxylate (Bin Ye and Terrence R. Burke, Tetrahedron, 52, 9963-9970 (1996)) (8.13 g, 37.6 mmol) and pyridinium hydrochloride (217 g, 1.88 mol) was heated to 200° C. for 30 min. After cooling to room temperature, 1N HCl was added and the precipitate was filtered and washed with water to give the title compound (6.67 g, 94%) as a yellow solid. 1H-NMR (DMSO-d6): 13.16 (s, 1H), 10.03 (s, 1H), 8.73 (d, 1H), 7.78 (d, 1H), 7.72 (d, 1H), 7.37 (m, 3H); MS m/z 187 (M−H). Starting materials: C(C)[S-].[Na+] (sodium ethanethiolate), ClC=1C(=NC=CC1)C(=O)NC1=CC(=CC(=C1)C(F)(F)F)C(F)(F)F (3-chloro-N-(3,5-bistrifluoromethylphenyl)picolinamide), CN(C)C=O (DMF). Solvent: O (water). Run at temperature 60 celsius, time 2 hour. Yields the product C(C)SC=1C(=NC=CC1)C(=O)NC1=CC(=CC(=C1)C(F)(F)F)C(F)(F)F (3-ethylsulfanyl-N-(3,5-bistrifluoromethylphenyl)picolinamide). The yield is 98.3%. Reaction SMILES: [CH2:1]([S-:3])[CH3:2].[Na+].Cl[C:6]1[C:7]([C:12]([NH:14][C:15]2[CH:20]=[C:19]([C:21]([F:24])([F:23])[F:22])[CH:18]=[C:17]([C:25]([F:28])([F:27])[F:26])[CH:16]=2)=[O:13])=[N:8][CH:9]=[CH:10][CH:11]=1.CN(C=O)C>O>[CH2:1]([S:3][C:6]1[C:7]([C:12]([NH:14][C:15]2[CH:16]=[C:17]([C:25]([F:28])([F:27])[F:26])[CH:18]=[C:19]([C:21]([F:22])([F:23])[F:24])[CH:20]=2)=[O:13])=[N:8][CH:9]=[CH:10][CH:11]=1)[CH3:2] |f:0.1|. Procedure details: 0.89 g of sodium ethanethiolate was added to a mixture of 1.56 g of 3-chloro-N-(3,5-bistrifluoromethylphenyl)picolinamide and 3 mL of DMF, and the mixture was stirred at 60° C. for 2 hours. The reaction mixture cooled to room temperature was poured to water, and the precipitated solid was taken by filtration. The resulting solid was dissolved in ethyl acetate, and the mixture was extracted with water and ethyl acetate. The organic layer was dried over anhydrous sodium sulfate and then concentrat... Reactants: O=C1NC=C(C=C1C#N)C1=CC(=CC=C1)C(F)(F)F (1,2-dihydro-2-oxo-5-[3-(trifluoromethyl)phenyl]-3-pyridinecarbonitrile), Cl (hydrochloric acid), C(C)(=O)O (acetic acid). The product is O=C1NC=C(C=C1C(=O)O)C1=CC(=CC=C1)C(F)(F)F (1,2-Dihydro-2-oxo-5-[3-(trifluoromethyl)phenyl]-3-pyridinecarboxylic acid). As a reaction SMILES: [O:1]=[C:2]1C(C#N)=[CH:6][C:5]([C:10]2[CH:15]=[CH:14][CH:13]=[C:12]([C:16]([F:19])([F:18])[F:17])[CH:11]=2)=[CH:4][NH:3]1.Cl.[C:21]([OH:24])(=[O:23])[CH3:22]>>[O:1]=[C:2]1[C:22]([C:21]([OH:24])=[O:23])=[CH:6][C:5]([C:10]2[CH:15]=[CH:14][CH:13]=[C:12]([C:16]([F:17])([F:18])[F:19])[CH:11]=2)=[CH:4][NH:3]1. Procedure details: A mixture of 1.32 g. of 1,2-dihydro-2-oxo-5-[3-(trifluoromethyl)phenyl]-3-pyridinecarbonitrile and 140 ml. of 1:1 concentrated hydrochloric acid and glacial acetic acid is heated at reflux temperature for 16 hours. A white solid is separated which is collected by filtration and is washed with water and ethanol to give 1.05 g. of the product of the Example m.p. 295°-298° C. dec. The reactants are C(=O)(N1C=NC=C1)N1C=NC=C1 (1,1′-carbonyldiimidazole), C(C)(C)(C)OC(=O)N1C[C@H](CC1)C(=O)O ((S)-N-tert-butoxycarbonylpyrrolidine-3-carboxylic acid), Cl.CNOC (N,O-di-methylhydroxylamine hydrochloride). The solvent is ClCCl (dichloromethane). Conditions: time 1 hour. Yields the product C(C)(C)(C)OC(=O)N1C[C@H](CC1)C(N(C)OC)=O ((S)-3-(Methoxy(methyl)carbamoyl)-pyrrolidine-1-carboxylic acid tert-butyl ester). Yield: 89.3%. As a reaction SMILES: C(N1C=CN=C1)(N1C=CN=C1)=O.[C:13]([O:17][C:18]([N:20]1[CH2:24][CH2:23][C@H:22]([C:25]([OH:27])=O)[CH2:21]1)=[O:19])([CH3:16])([CH3:15])[CH3:14].Cl.[CH3:29][NH:30][O:31][CH3:32]>ClCCl>[C:13]([O:17][C:18]([N:20]1[CH2:24][CH2:23][C@H:22]([C:25](=[O:27])[N:30]([O:31][CH3:32])[CH3:29])[CH2:21]1)=[O:19])([CH3:14])([CH3:15])[CH3:16] |f:2.3|. Procedure: Add 1,1′-carbonyldiimidazole (414.33 g, 2.56 mol) portion wise to a stirred solution of (S)-N-tert-butoxycarbonylpyrrolidine-3-carboxylic acid (500 g, 2.32 mol) in dichloromethane (5.81 L) and stir at room temperature under nitrogen for 1 hour. Add N,O-di-methylhydroxylamine hydrochloride (253.04 g, 2.56 mol) and stir at room temperature for 48 hours. Quench the reaction with 1N HCl, and extract with ethyl acetate (2×). Wash the combined organics with saturated NaHCO3 and brine. Dry (MgSO4), fil... The reactants are C[Si](C)(C)Cl, [Li]c1ccccc1OC, CSC, CCOCC, CSC, CC(C)N(C(=O)C=Cc1cccs1)C(C)C, [Cu]Br. Product: COc1ccccc1C(CC(=O)N(C(C)C)C(C)C)c1cccs1. RXN SMILES: [CH3:10][Si:11]([Cl:12])([CH3:13])[CH3:14].[CH3:1][O:2][c:3]1[c:4]([Li:9])[cH:5][cH:6][cH:7][cH:8]1.[CH3:31][S:32][CH3:33].[CH3:34][CH2:35][O:36][CH2:37][CH3:38].[CH3:39][S:40][CH3:41].[CH:15]([CH3:16])([CH3:17])[N:18]([C:19]([CH:20]=[CH:21][c:22]1[s:23][cH:24][cH:25][cH:26]1)=[O:27])[CH:28]([CH3:29])[CH3:30].[Cu:42][Br:43]>>[CH3:1][O:2][c:3]1[c:4]([CH:21]([CH2:20][C:19]([N:18]([CH:15]([CH3:16])[CH3:17])[CH:28]([CH3:29])[CH3:30])=[O:27])[c:22]2[s:23][cH:24][cH:25][cH:26]2)[cH:5][cH:6][cH:7][cH:8]1.